Task: describe an organic reaction: reactants, conditions, products, and yield. Dataset: the Open Reaction Database (ORD), a public repository of structured organic reaction records The reactants are FC=1C=C(C[C@@H]([C@@H](CNCC2=CC(=CC=C2)OC)O)NC(OC(C)(C)C)=O)C=C(C1)F (tert-Butyl (1S, 2R)-1-(3,5-difluorobenzyl)-2-hydroxy-3-[(3methoxybenzyl)amino]propylcarbamate), FC(C(=O)O)(F)F (trifluoroacetic acid). Solvent: C(Cl)Cl (methylene chloride). Product: N[C@H]([C@@H](CNCC1=CC(=CC=C1)OC)O)CC1=CC(=CC(=C1)F)F ((2R,3S)-3-amino-4-(3,5-difluorophenyl)-1-[(3-methoxybenzyl)amino]-2-butanol). Reaction SMILES: [F:1][C:2]1[CH:3]=[C:4]([CH:28]=[C:29]([F:31])[CH:30]=1)[CH2:5][C@H:6]([NH:20]C(=O)OC(C)(C)C)[C@H:7]([OH:19])[CH2:8][NH:9][CH2:10][C:11]1[CH:16]=[CH:15][CH:14]=[C:13]([O:17][CH3:18])[CH:12]=1.FC(F)(F)C(O)=O>C(Cl)Cl>[NH2:20][C@@H:6]([CH2:5][C:4]1[CH:28]=[C:29]([F:31])[CH:30]=[C:2]([F:1])[CH:3]=1)[C@H:7]([OH:19])[CH2:8][NH:9][CH2:10][C:11]1[CH:16]=[CH:15][CH:14]=[C:13]([O:17][CH3:18])[CH:12]=1. Reported procedure: tert-Butyl (1S, 2R)-1-(3,5-difluorobenzyl)-2-hydroxy-3-[(3-methoxybenzyl)amino]propylcarbamate (VII, EXAMPLE 5, 258 mg, 0.59 mmol) is dissolved in methylene chloride (1 mL) at 20-25°, and trifluoroacetic acid (1 mL) is added with stirring under nitrogen. The mixture is stirred at 20-25° for 1 hr, whereupon the mixture is concentrated under reduced pressure to give the title compound. The title compound is used in the next reaction without further purification. Starting materials: O=C(OO)c1cccc(Cl)c1, ClCCl, OCCSCc1cccnc1. The product is O=S(CCO)Cc1cccnc1. Reaction SMILES: [Cl:12][c:13]1[cH:14][c:15]([C:20](=[O:17])[O:21][OH:22])[cH:16][cH:18][cH:19]1.[Cl:23][CH2:24][Cl:25].[n:1]1[cH:2][c:3]([CH2:7][S:8][CH2:9][CH2:10][OH:11])[cH:4][cH:5][cH:6]1>>[n:1]1[cH:2][c:3]([CH2:7][S:8]([CH2:9][CH2:10][OH:11])=[O:17])[cH:4][cH:5][cH:6]1. The reactants are C(=O)(N1C=NC=C1)N1C=NC=C1 (1,1'-carbonyldiimidazole), ClC=1C=C2C=C(NC2=CC1)C(=O)O (5-chloroindole-2-carboxylic acid), ice acetone, C(CC)NC=1C(=NC=CC1)N1CCNCC1 (1-[3-(propylamino)-2-pyridinyl]piperazine). The solvent is ClCCl (dichloromethane), C1CCOC1 (THF), C1CCOC1 (THF). Reaction conditions: time 1 hour. Product: CCNC1=C(N=CC=C1)N2CCN(CC2)C(=O)C3=CC4=C(N3)C=CC(=C4)Cl (1-[5-Chloroindolyl-2-carbonyl]-4-[3-(ethylamino)-2-pyridinyl]piprazine). RXN SMILES: C(N1C=CN=C1)(N1C=CN=C1)=O.[Cl:13][C:14]1[CH:15]=[C:16]2[C:20](=[CH:21][CH:22]=1)[NH:19][C:18]([C:23]([OH:25])=O)=[CH:17]2.[CH2:26]([NH:29][C:30]1[C:31]([N:36]2[CH2:41][CH2:40][NH:39][CH2:38][CH2:37]2)=[N:32][CH:33]=[CH:34][CH:35]=1)[CH2:27]C>C1COCC1.ClCCl>[CH3:27][CH2:26][NH:29][C:30]1[CH:35]=[CH:34][CH:33]=[N:32][C:31]=1[N:36]1[CH2:41][CH2:40][N:39]([C:23]([C:18]2[NH:19][C:20]3[CH:21]=[CH:22][C:14]([Cl:13])=[CH:15][C:16]=3[CH:17]=2)=[O:25])[CH2:38][CH2:37]1. Reported procedure: 1,1'-carbonyldiimidazole (0.42 g) is added to a 20°-25° solution of 5-chloroindole-2-carboxylic acid (I, 0.5 g) in THF (5 ml). After 1 hour of stirring at 20°-25°, the above reaction is added dropwise over 10 minutes via cannula to a -10° (ice/acetone bath) solution of [3-(ethylamino)-2-pyridinyl]piperazine (II, 0.58 g) in THF (5 ml). After 30 minutes of stirring at -10°, the reaction is warmed to 20°-25° and stirring is continued for 5 hours. The reaction is diluted with dichloromethane (50 ml)... Starting materials: CSC1=NN=C(C(N1)=O)CC=1C=NC=CC1 (3-Methylthio-6-(3-pyridylmethyl)-1,2,4-triazin-5-one), S1C(=NC=C1)CSCCN (2-(2-thiazolylmethylthio)ethylamine). The product is S1C(=NC=C1)CSCCNC1=NN=C(C(N1)=O)CC=1C=NC=CC1 (3-[2-(2-Thiazolylmethylthio)ethylamino]-6-(3-pyridylmethyl)-1,2,4-triazin-5-one). As a reaction SMILES: CS[C:3]1[NH:8][C:7](=[O:9])[C:6]([CH2:10][C:11]2[CH:12]=[N:13][CH:14]=[CH:15][CH:16]=2)=[N:5][N:4]=1.[S:17]1[CH:21]=[CH:20][N:19]=[C:18]1[CH2:22][S:23][CH2:24][CH2:25][NH2:26]>>[S:17]1[CH:21]=[CH:20][N:19]=[C:18]1[CH2:22][S:23][CH2:24][CH2:25][NH:26][C:3]1[NH:8][C:7](=[O:9])[C:6]([CH2:10][C:11]2[CH:12]=[N:13][CH:14]=[CH:15][CH:16]=2)=[N:5][N:4]=1. Reported procedure: 3-Methylthio-6-(3-pyridylmethyl)-1,2,4-triazin-5-one (3.28 g) and 2-(2-thiazolylmethylthio)ethylamine (2.7 g) were heated together on an oil bath (160°-170°) for 1 hour. The cooled mixture was triturated with isopropanol and the solid was twice recrystallised from ethanol to give the title compound as pale yellow plates (3.1 g) m.p. 158°-59°. Reactants: ON1C(CCC1=O)=O (N-hydroxysuccinimide), N1([C@H](C(=O)N[C@H](CC2=CNC3=CC=CC=C23)C(=O)N[C@@H](CC2=CC=CC=C2)C(=O)O)CCC1)C(=O)OC(C)(C)C (BocPro-DTrp-PheOH), N[C@H](CC1=CNC2=CC=CC=C12)C(=O)N([C@@H](CC(C)C)C(=O)N[C@@H](CCSC)C(=O)N)C (HDTrp-MeLeu-MetNH2), C1(CCCCC1)N=C=NC1CCCCC1 (dicyclohexylcarbodiimide). Product: N1([C@H](C(=O)N[C@H](CC2=CNC3=CC=CC=C23)C(=O)N[C@@H](CC2=CC=CC=C2)C(=O)N[C@H](CC2=CNC3=CC=CC=C23)C(=O)N([C@@H](CC(C)C)C(=O)N[C@@H](CCSC)C(=O)N)C)CCC1)C(=O)OC(C)(C)C (BocPro-DTrp-Phe-DTrp-MeLeu-MetNH2). Yield: 64.0%. RXN SMILES: [N:1]1([C:34]([O:36][C:37]([CH3:40])([CH3:39])[CH3:38])=[O:35])[CH2:33][CH2:32][CH2:31][C@H:2]1[C:3]([NH:5][C@@H:6]([C:17]([NH:19][C@H:20]([C:28](O)=[O:29])[CH2:21][C:22]1[CH:27]=[CH:26][CH:25]=[CH:24][CH:23]=1)=[O:18])[CH2:7][C:8]1[C:16]2[C:11](=[CH:12][CH:13]=[CH:14][CH:15]=2)[NH:10][CH:9]=1)=[O:4].[NH2:41][C@@H:42]([C:53]([N:55]([CH3:72])[C@H:56]([C:61]([NH:63][C@H:64]([C:69]([NH2:71])=[O:70])[CH2:65][CH2:66][S:67][CH3:68])=[O:62])[CH2:57][CH:58]([CH3:60])[CH3:59])=[O:54])[CH2:43][C:44]1[C:52]2[C:47](=[CH:48][CH:49]=[CH:50][CH:51]=2)[NH:46][CH:45]=1.C1(N=C=NC2CCCCC2)CCCCC1.ON1C(=O)CCC1=O>>[N:1]1([C:34]([O:36][C:37]([CH3:40])([CH3:39])[CH3:38])=[O:35])[CH2:33][CH2:32][CH2:31][C@H:2]1[C:3]([NH:5][C@@H:6]([C:17]([NH:19][C@H:20]([C:28]([NH:41][C@@H:42]([C:53]([N:55]([CH3:72])[C@H:56]([C:61]([NH:63][C@H:64]([C:69]([NH2:71])=[O:70])[CH2:65][CH2:66][S:67][CH3:68])=[O:62])[CH2:57][CH:58]([CH3:60])[CH3:59])=[O:54])[CH2:43][C:44]1[C:52]2[C:47](=[CH:48][CH:49]=[CH:50][CH:51]=2)[NH:46][CH:45]=1)=[O:29])[CH2:21][C:22]1[CH:27]=[CH:26][CH:25]=[CH:24][CH:23]=1)=[O:18])[CH2:7][C:8]1[C:16]2[C:11](=[CH:12][CH:13]=[CH:14][CH:15]=2)[NH:10][CH:9]=1)=[O:4]. Reported procedure: Condensation of BocPro-DTrp-PheOH (Example 33, 1.65 g.) and HDTrp-MeLeu-MetNH2 (1.34 g.) using dicyclohexylcarbodiimide and N-hydroxysuccinimide gave BocPro-DTrp-Phe-DTrp-MeLeu-MetNH2 in 64% yield. De-t-butoxycarbonylation of BocPro-DTrp-Phe-DTrp-MeLeu-MetNH2 (1.70 g.) using trifluoroacetic acid in dimethyl sulfide and ethanedithiol gave HPro-DTrp-Phe-DTrp-MeLeu-MetNH2, which was isolated as the amorphous white solid phosphate (1:1) salt tetrahydrate in 67% yield. The reactants are CNc1ccc2c(ccn2C)c1, O=C=Nc1cccnc1. Product: CN(C(=O)Nc1cccnc1)c1ccc2c(ccn2C)c1. RXN SMILES: [CH3:1][n:2]1[cH:3][cH:4][c:5]2[cH:6][c:7]([NH:11][CH3:12])[cH:8][cH:9][c:10]12.[n:13]1[cH:14][c:15]([N:19]=[C:20]=[O:21])[cH:16][cH:17][cH:18]1>>[CH3:1][n:2]1[cH:3][cH:4][c:5]2[cH:6][c:7]([N:11]([CH3:12])[C:20]([NH:19][c:15]3[cH:14][n:13][cH:18][cH:17][cH:16]3)=[O:21])[cH:8][cH:9][c:10]12. The reactants are C[Si](C)(C)[N-][Si](C)(C)C, COc1cc2c(Cl)ncnc2cc1OCCCN1CCN(C)CC1=O, CN(C)C(=O)NCC#Cc1cc(Cl)c(N)c2c1OCO2, [Na+], CN(C)C=O. Product: COc1cc2c(Nc3c(Cl)cc(C#CCNC(=O)N(C)C)c4c3OCO4)ncnc2cc1OCCCN1CCN(C)CC1=O. As a reaction SMILES: [CH3:46][Si:47]([N-:48][Si:49]([CH3:50])([CH3:51])[CH3:52])([CH3:53])[CH3:54].[Cl:1][c:2]1[n:3][cH:4][n:5][c:6]2[cH:7][c:8]([O:14][CH2:15][CH2:16][CH2:17][N:18]3[C:19](=[O:25])[CH2:20][N:21]([CH3:24])[CH2:22][CH2:23]3)[c:9]([O:12][CH3:13])[cH:10][c:11]12.[NH2:26][c:27]1[c:28]([Cl:45])[cH:29][c:30]([C:36]#[C:37][CH2:38][NH:39][C:40]([N:41]([CH3:42])[CH3:43])=[O:44])[c:31]2[c:32]1[O:33][CH2:34][O:35]2.[Na+:55].[O:56]=[CH:57][N:58]([CH3:59])[CH3:60]>>[c:2]1([NH:26][c:27]2[c:28]([Cl:45])[cH:29][c:30]([C:36]#[C:37][CH2:38][NH:39][C:40]([N:41]([CH3:42])[CH3:43])=[O:44])[c:31]3[c:32]2[O:33][CH2:34][O:35]3)[n:3][cH:4][n:5][c:6]2[cH:7][c:8]([O:14][CH2:15][CH2:16][CH2:17][N:18]3[C:19](=[O:25])[CH2:20][N:21]([CH3:24])[CH2:22][CH2:23]3)[c:9]([O:12][CH3:13])[cH:10][c:11]12. Starting materials: C([O-])([O-])=O.[Na+].[Na+] (sodium carbonate), ClC=1C=NC=C(C1N1CCC(CC1)C(=O)N)Cl (1-(3,5-dichloropyridin-4-yl)piperidine-4-carboxamide), CSC1=NC=C(C=N1)B(O)O (2-(methylthio)pyrimidine-5-boronic acid). The reagents and catalysts are C=1C=CC(=CC1)[P](C=2C=CC=CC2)(C=3C=CC=CC3)[Pd]([P](C=4C=CC=CC4)(C=5C=CC=CC5)C=6C=CC=CC6)([P](C=7C=CC=CC7)(C=8C=CC=CC8)C=9C=CC=CC9)[P](C=1C=CC=CC1)(C=1C=CC=CC1)C=1C=CC=CC1 (tetrakis(triphenylphosphine)palladium(0)). Run in C(C)#N (acetonitrile). Yields the product ClC=1C=NC=C(C1N1CCC(CC1)C(=O)N)C=1C=NC(=NC1)SC (1-(3-chloro-5-(2-(methylthio)pyrimidin-5-yl)pyridin-4-yl)piperidine-4-carboxamide), solid. Yield: 11.0%. RXN SMILES: Cl[C:2]1[CH:3]=[N:4][CH:5]=[C:6]([Cl:17])[C:7]=1[N:8]1[CH2:13][CH2:12][CH:11]([C:14]([NH2:16])=[O:15])[CH2:10][CH2:9]1.[CH3:18][S:19][C:20]1[N:25]=[CH:24][C:23](B(O)O)=[CH:22][N:21]=1.C(=O)([O-])[O-].[Na+].[Na+]>C1C=CC([P]([Pd]([P](C2C=CC=CC=2)(C2C=CC=CC=2)C2C=CC=CC=2)([P](C2C=CC=CC=2)(C2C=CC=CC=2)C2C=CC=CC=2)[P](C2C=CC=CC=2)(C2C=CC=CC=2)C2C=CC=CC=2)(C2C=CC=CC=2)C2C=CC=CC=2)=CC=1.C(#N)C>[Cl:17][C:6]1[CH:5]=[N:4][CH:3]=[C:2]([C:23]2[CH:22]=[N:21][C:20]([S:19][CH3:18])=[N:25][CH:24]=2)[C:7]=1[N:8]1[CH2:13][CH2:12][CH:11]([C:14]([NH2:16])=[O:15])[CH2:10][CH2:9]1 |f:2.3.4,^1:38,40,59,78|. Procedure: General procedure E was followed using 1-(3,5-dichloropyridin-4-yl)piperidine-4-carboxamide (75 mg, 0.27 mmol), 2-(methylthio)pyrimidine-5-boronic acid (58 mg, 0.34 mmol), tetrakis(triphenylphosphine)palladium(0) (16 mg, 5 mol %), acetonitrile (3 mL) and 0.5 M sodium carbonate (0.77 mL, 0.38 mmol). The crude product was purified by flash column chromatography on silica gel (CH2Cl2, EtOH, 96:4-82:18, biotage 25+S) to furnish the title compound as an off white solid (11 mg, 11%), along with recove... Starting materials: O=S(=O)(Cl)c1ccc(C(F)(F)F)cc1Br, CC1CNCCN1C(=O)OC(C)(C)C, CCOC(C)=O, CCN(C(C)C)C(C)C, ClCCl, [Na+], O=C([O-])O. Product: CC1CN(S(=O)(=O)c2ccc(C(F)(F)F)cc2Br)CCN1C(=O)OC(C)(C)C. Reaction SMILES: [Br:24][c:25]1[c:26]([S:35](=[O:36])(=[O:37])[Cl:38])[cH:27][cH:28][c:29]([C:31]([F:32])([F:33])[F:34])[cH:30]1.[CH3:1][CH:2]1[N:3]([C:8](=[O:9])[O:10][C:11]([CH3:12])([CH3:13])[CH3:14])[CH2:4][CH2:5][NH:6][CH2:7]1.[CH3:47][CH2:48][O:49][C:50]([CH3:51])=[O:52].[CH:15]([N:16]([CH2:17][CH3:18])[CH:19]([CH3:20])[CH3:21])([CH3:22])[CH3:23].[Cl:44][CH2:45][Cl:46].[Na+:43].[O-:39][C:40]([OH:41])=[O:42]>>[CH3:1][CH:2]1[N:3]([C:8](=[O:9])[O:10][C:11]([CH3:12])([CH3:13])[CH3:14])[CH2:4][CH2:5][N:6]([S:35]([c:26]2[c:25]([Br:24])[cH:30][c:29]([C:31]([F:32])([F:33])[F:34])[cH:28][cH:27]2)(=[O:36])=[O:37])[CH2:7]1.